This data is from the Open Reaction Database (ORD), a public repository of structured organic reaction records. The task is: describe an organic reaction: reactants, conditions, products, and yield Starting materials: C1CCOC1, COc1cc2ncnc(Sc3cccc(N)c3)c2cc1OC, CN(C)c1ccncc1, COc1ccc(-n2nc(C(C)C)cc2NC(=O)Oc2ccccc2)cc1. Yields the product COc1ccc(-n2nc(C(C)C)cc2NC(=O)Nc2cccc(Sc3ncnc4cc(OC)c(OC)cc34)c2)cc1. RXN SMILES: [CH2:49]1[O:50][CH2:51][CH2:52][CH2:53]1.[CH3:1][O:2][c:3]1[cH:4][c:5]2[c:6]([S:15][c:16]3[cH:17][c:18]([NH2:19])[cH:20][cH:21][cH:22]3)[n:7][cH:8][n:9][c:10]2[cH:11][c:12]1[O:13][CH3:14].[CH3:54][N:55]([c:56]1[cH:57][cH:58][n:59][cH:60][cH:61]1)[CH3:62].[CH:23]([CH3:24])([CH3:25])[c:26]1[n:27][n:28](-[c:41]2[cH:42][cH:43][c:44]([O:47][CH3:48])[cH:45][cH:46]2)[c:29]([NH:31][C:32]([O:33][c:35]2[cH:36][cH:37][cH:38][cH:39][cH:40]2)=[O:34])[cH:30]1>>[CH3:1][O:2][c:3]1[cH:4][c:5]2[c:6]([S:15][c:16]3[cH:17][c:18]([NH:19][C:32]([NH:31][c:29]4[n:28](-[c:41]5[cH:42][cH:43][c:44]([O:47][CH3:48])[cH:45][cH:46]5)[n:27][c:26]([CH:23]([CH3:24])[CH3:25])[cH:30]4)=[O:33])[cH:20][cH:21][cH:22]3)[n:7][cH:8][n:9][c:10]2[cH:11][c:12]1[O:13][CH3:14]. Starting materials: COCCOCCOC, CCN(C(C)C)C(C)C, O=CNc1nc(Cl)c(NC=O)c(Cl)n1, CCOP(=O)(COCCCON)OCC. The product is CCOP(=O)(COCCCONc1nc(NC=O)nc(Cl)c1NC=O)OCC. RXN SMILES: [CH3:39][O:40][CH2:41][CH2:42][O:43][CH2:44][CH2:45][O:46][CH3:47].[CH:30]([N:31]([CH:32]([CH3:33])[CH3:34])[CH2:35][CH3:36])([CH3:37])[CH3:38].[Cl:16][c:17]1[n:18][c:19]([NH:27][CH:28]=[O:29])[n:20][c:21]([Cl:26])[c:22]1[NH:23][CH:24]=[O:25].[NH2:1][O:2][CH2:3][CH2:4][CH2:5][O:6][CH2:7][P:8]([O:9][CH2:10][CH3:11])([O:12][CH2:13][CH3:14])=[O:15]>>[NH:1]([O:2][CH2:3][CH2:4][CH2:5][O:6][CH2:7][P:8]([O:9][CH2:10][CH3:11])([O:12][CH2:13][CH3:14])=[O:15])[c:21]1[n:20][c:19]([NH:27][CH:28]=[O:29])[n:18][c:17]([Cl:16])[c:22]1[NH:23][CH:24]=[O:25]. Reactants: CS(=O)(=O)OCCOC1=NNC2=NC=NC(=C21)NC2=CC(=C(C=C2)OCC2=NC=CC=C2)OC (2-[(4-{[3-methoxy-4-(pyridin-2-ylmethoxy)phenyl]amino}-1H-pyrazolo[3,4-d]pyrimidin-3-yl)oxy]ethyl methanesulfonate), CN1CCNCC1 (N-methylpiperazine). Product: COC=1C=C(C=CC1OCC1=NC=CC=C1)NC1=C2C(=NC=N1)NN=C2OCCN2CCN(CC2)C (N-[3-methoxy-4-(pyridin-2-ylmethoxy)phenyl]-3-[2-(4-methylpiperazin-1-yl)ethoxy]-1H-pyrazolo[3,4-d]pyrimidin-4-amine). Yield: 59.0%. RXN SMILES: CS(O[CH2:6][CH2:7][O:8][C:9]1[C:17]2[C:12](=[N:13][CH:14]=[N:15][C:16]=2[NH:18][C:19]2[CH:24]=[CH:23][C:22]([O:25][CH2:26][C:27]3[CH:32]=[CH:31][CH:30]=[CH:29][N:28]=3)=[C:21]([O:33][CH3:34])[CH:20]=2)[NH:11][N:10]=1)(=O)=O.[CH3:35][N:36]1[CH2:41][CH2:40][NH:39][CH2:38][CH2:37]1>>[CH3:34][O:33][C:21]1[CH:20]=[C:19]([NH:18][C:16]2[N:15]=[CH:14][N:13]=[C:12]3[NH:11][N:10]=[C:9]([O:8][CH2:7][CH2:6][N:39]4[CH2:40][CH2:41][N:36]([CH3:35])[CH2:37][CH2:38]4)[C:17]=23)[CH:24]=[CH:23][C:22]=1[O:25][CH2:26][C:27]1[CH:32]=[CH:31][CH:30]=[CH:29][N:28]=1. Procedure details: The procedure described in Example 55 was repeated using 2-[(4-{[3-methoxy-4-(pyridin-2-ylmethoxy)phenyl]amino}-1H-pyrazolo[3,4-d]pyrimidin-3-yl)oxy]ethyl methanesulfonate and N-methylpiperazine to give the title compound in 59% yield; NMR Spectrum: 2.10 (s, 3H), 2.52 (hidden by DMSO, 8H), 2.78 (t, 2H), 3.81 (s, 3H), 4.42 (t, 2H), 5.16 (s, 2H), 7.01 (d, 1H), 7.20 (dd, 1H), 7.36 (t+d, 2H), 7.54 (d, 1H), 7.84 (td, 1H), 8.26 (s, 1H), 8.36 (s, 1H), 8.58 (d, 1H); Mass Spectrum: 491 (MH+). The reactants are C(C)(C)(C)C=1C=C(C=CC1)O (3-tert-butyl-phenol), C(Cl)C1CO1 (epichlorohydrin). The product is C(C)(C)(C)C=1C=C(OCC2OC2)C=CC1 (2-(3-tert-Butyl-phenoxymethyl)-oxirane). RXN SMILES: [C:1]([C:5]1[CH:6]=[C:7]([OH:11])[CH:8]=[CH:9][CH:10]=1)([CH3:4])([CH3:3])[CH3:2].[CH2:12]([CH:14]1[O:16][CH2:15]1)Cl>>[C:1]([C:5]1[CH:6]=[C:7]([CH:8]=[CH:9][CH:10]=1)[O:11][CH2:12][CH:14]1[CH2:15][O:16]1)([CH3:4])([CH3:2])[CH3:3]. Procedure details: The title compound was prepared from 3-tert-butyl-phenol and epichlorohydrin employing the procedures as set forth in Step 1 of Example 2. Starting materials: NC1=CC=C(C=C1)C(O)C1=NC(=CC=C1)C ((4-aminophenyl)(6-methylpyridin-2-yl)methanol), C(CCC)OCCOC1=CC=C(C=C1)C=1C=CC2=C(C=C(CCN2C(C(F)(F)F)=O)C(=O)O)C1 (7-[4-(2-butoxyethoxy)phenyl]-1-trifluoroacetyl-2,3-dihydro-1H-1-benzazepine-4-carboxylic acid), ON1N=NC2=C1C=CC=C2 (1-hydroxybenzotriazole), Cl.C(C)N=C=NCCCN(C)C (1-ethyl-3-(3′-dimethylaminopropyl)carbodiimide hydrochloride). Reagents/catalysts: CN(C1=CC=NC=C1)C (4-dimethylaminopyridine). Run in O (water), CN(C)C=O (DMF), C(C)N(CC)CC (triethylamine), CN(C)C=O (DMF). Conditions: time 1 hour. Yields the product C(CCC)OCCOC1=CC=C(C=C1)C=1C=CC2=C(C=C(CCN2C(C(F)(F)F)=O)C(=O)NC2=CC=C(C=C2)C(C2=NC(=CC=C2)C)O)C1 (7-[4-(2-butoxyethoxy)phenyl]-N-[4-[hydroxy(6-methylpyridin-2-yl)methyl]phenyl]-1-trifluoroacetyl-2,3-dihydro-1H-1-benzazepine-4-carboxamide). Yield: 53.6%. RXN SMILES: [CH2:1]([O:5][CH2:6][CH2:7][O:8][C:9]1[CH:14]=[CH:13][C:12]([C:15]2[CH:16]=[CH:17][C:18]3[N:24]([C:25](=[O:30])[C:26]([F:29])([F:28])[F:27])[CH2:23][CH2:22][C:21]([C:31](O)=[O:32])=[CH:20][C:19]=3[CH:34]=2)=[CH:11][CH:10]=1)[CH2:2][CH2:3][CH3:4].ON1C2C=CC=CC=2N=N1.Cl.C(N=C=NCCCN(C)C)C.[NH2:57][C:58]1[CH:63]=[CH:62][C:61]([CH:64]([C:66]2[CH:71]=[CH:70][CH:69]=[C:68]([CH3:72])[N:67]=2)[OH:65])=[CH:60][CH:59]=1>CN(C=O)C.CN(C)C1C=CN=CC=1.O.C(N(CC)CC)C>[CH2:1]([O:5][CH2:6][CH2:7][O:8][C:9]1[CH:14]=[CH:13][C:12]([C:15]2[CH:16]=[CH:17][C:18]3[N:24]([C:25](=[O:30])[C:26]([F:27])([F:28])[F:29])[CH2:23][CH2:22][C:21]([C:31]([NH:57][C:58]4[CH:63]=[CH:62][C:61]([CH:64]([OH:65])[C:66]5[CH:71]=[CH:70][CH:69]=[C:68]([CH3:72])[N:67]=5)=[CH:60][CH:59]=4)=[O:32])=[CH:20][C:19]=3[CH:34]=2)=[CH:11][CH:10]=1)[CH2:2][CH2:3][CH3:4] |f:2.3|. Procedure details: To a solution of 7-[4-(2-butoxyethoxy)phenyl]-1-trifluoroacetyl-2,3-dihydro-1H-1-benzazepine-4-carboxylic acid 0.5 g (1.05 mmole) and 1-hydroxybenzotriazole (0.35 g) in DMF (10 ml) was added 1-ethyl-3-(3′-dimethylaminopropyl)carbodiimide hydrochloride (0.50 g) at room temperature, and the mixture was stirred for 1 hour. To the reaction solution were added a solution of (4-aminophenyl)(6-methylpyridin-2-yl)methanol (0.29 g) and triethylamine (0.60 ml) in DMF (5 ml) and 4-dimethylaminopyridine (1 ... Reactants: BrC=1C(=C(C(=O)N)C=C(C1F)F)F (3-bromo-2,4,5-trifluorobenzamide), S(O)(O)(=O)=O (sulfuric acid). The solvent is ice water. Reaction conditions: temperature 100 celsius, time 4 hour. Yields the product BrC=1C(=C(C(=O)O)C=C(C1F)F)F (3-Bromo-2,4,5-trifluorobenzoic acid). As a reaction SMILES: [Br:1][C:2]1[C:3]([F:13])=[C:4]([CH:8]=[C:9]([F:12])[C:10]=1[F:11])[C:5](N)=[O:6].S(=O)(=O)(O)[OH:15]>>[Br:1][C:2]1[C:3]([F:13])=[C:4]([CH:8]=[C:9]([F:12])[C:10]=1[F:11])[C:5]([OH:15])=[O:6]. Procedure: A mixture of 3-bromo-2,4,5-trifluorobenzamide (8.7 g) and 18N-sulfuric acid (50 ml) was stirred at 100° C. for 4 hours, and then poured into ice water (200 ml). The resulting precipitate was collected by filtration and recrystallized from dichloro-methane-n-hexane to give the title compound (6.9 g), mp 125°-127° C.